This data is from the Open Reaction Database (ORD), a public repository of structured organic reaction records. The task is: describe an organic reaction: reactants, conditions, products, and yield Starting materials: BrC(C(=O)Br)C (2-Bromopropionyl bromide), CN1C(NC2=CC=CC=C2C1)=O (3,4-dihydro-3-methyl-2(1H)quinazolinone), [Cl-].[Al+3].[Cl-].[Cl-] (aluminum chloride). The solvent is C(=S)=S (carbon disulfide). The product is BrC(C(=O)C=1C=C2CN(C(NC2=CC1)=O)C)C (6-(2-bromopropionyl)-3,4,dihydro-3-methyl-2(1H)-quinazolinone). RXN SMILES: [Br:1][CH:2]([CH3:6])[C:3](Br)=[O:4].[CH3:7][N:8]1[CH2:17][C:16]2[C:11](=[CH:12][CH:13]=[CH:14][CH:15]=2)[NH:10][C:9]1=[O:18].[Cl-].[Al+3].[Cl-].[Cl-]>C(=S)=S>[Br:1][CH:2]([CH3:6])[C:3]([C:14]1[CH:15]=[C:16]2[C:11](=[CH:12][CH:13]=1)[NH:10][C:9](=[O:18])[N:8]([CH3:7])[CH2:17]2)=[O:4] |f:2.3.4.5|. Procedure details: 2-Bromopropionyl bromide (71.02 g) is added dropwise to a stirred mixture of 3,4-dihydro-3-methyl-2(1H)quinazolinone (26.75 g) and anhydrous aluminum chloride (54.98 g) in carbon disulfide (350 ml). The reaction mixture is stirred under reflux for 5 hrs., the carbon disulfide decanted, and the residue treated with HCl (6N). The resulting solid is filtered, and washed with water and dried in vacuo to obtain 6-(2-bromopropionyl)-3,4,dihydro-3-methyl-2(1H)-quinazolinone which is used in the next st...